This data is from the Open Reaction Database (ORD), a public repository of structured organic reaction records. The task is: describe an organic reaction: reactants, conditions, products, and yield The reactants are [I-].[Na+] (sodium iodide), C([O-])(O)=O.[Na+] (sodium bicarbonate), ClCCCC(C(C1=CC=CC=C1)N)C(=O)OC (5-chloro-2-carbomethoxy-1-phenylpent-1-ylamine). Run in CN(C=O)C (dimethylformamide), CCOCC (ether). Yields the product C1(=CC=CC=C1)[C@@H]1NCCC[C@@H]1C(=O)OC (cis-methyl 2-phenylpiperidine-3-carboxylate). Isolated yield 78.0%. As a reaction SMILES: Cl[CH2:2][CH2:3][CH2:4][CH:5]([C:14]([O:16][CH3:17])=[O:15])[CH:6]([NH2:13])[C:7]1[CH:12]=[CH:11][CH:10]=[CH:9][CH:8]=1.[I-].[Na+].C(=O)(O)[O-].[Na+]>CN(C)C=O.CCOCC>[C:7]1([C@H:6]2[C@@H:5]([C:14]([O:16][CH3:17])=[O:15])[CH2:4][CH2:3][CH2:2][NH:13]2)[CH:12]=[CH:11][CH:10]=[CH:9][CH:8]=1 |f:1.2,3.4|. Procedure: 3-(3'-Chloropropyl)-4-phenyl-1-(tert.-butyldimethylsilyl)azetidin-2-one (3.07 gm, 9.0 mmole) was dissolved in 10% methanolic sulfuric acid and refluxed for 16 hours. At the end of this period, the reaction mixture was cooled, the sulfuric acid was neutralized with sodium bicarbonate and the mixture was taken up in ether (2×200 ml). The ethereal solution was washed with water (2×50 ml) and dried (anhyd. magnesium sulfate). Evaporation afforded essentially pure 5-chloro-2-carbomethoxy-1-phenylpent... Starting materials: C(C)(C)(C)OC(N[C@H]1[C@H](C(CCC1)(F)F)NC(=O)C=1SC(=C(C1)C1=CN=C2N1N=CC=C2)C=C)=O (tert-Butyl[(1R,2R)-2-({[5-ethenyl-4-(imidazo[1,2-b]pyridazin-3-yl)thiophen-2-yl]carbonyl}amino)-3,3-difluorocyclohexyl]carbamate), C(=O)[O-].[NH4+] (ammonium formate), C([O-])(O)=O.[Na+] (sodium bicarbonate), FC(C(=O)O)(F)F (Trifluoroacetic acid). The reagents and catalysts are [Pd] (Pd/C). Run in C(CC)O (n-propanol). Conditions: temperature 100 celsius, time 18 hour. Yields the product N[C@@H]1CCCC([C@@H]1NC(=O)C=1SC(=C(C1)C1=CN=C2N1N=CC=C2)CC)(F)F (N-[(1R,6R)-6-Amino-2,2-difluorocyclohexyl]-5-ethyl-4-(imidazo[1,2-b]pyridazin-3-yl)thiophene-2-carboxamide). As a reaction SMILES: C(OC(=O)[NH:7][C@@H:8]1[CH2:13][CH2:12][CH2:11][C:10]([F:15])([F:14])[C@@H:9]1[NH:16][C:17]([C:19]1[S:20][C:21]([CH:33]=[CH2:34])=[C:22]([C:24]2[N:28]3[N:29]=[CH:30][CH:31]=[CH:32][C:27]3=[N:26][CH:25]=2)[CH:23]=1)=[O:18])(C)(C)C.C([O-])=O.[NH4+].FC(F)(F)C(O)=O.C(=O)(O)[O-].[Na+]>C(O)CC.[Pd]>[NH2:7][C@H:8]1[C@@H:9]([NH:16][C:17]([C:19]2[S:20][C:21]([CH2:33][CH3:34])=[C:22]([C:24]3[N:28]4[N:29]=[CH:30][CH:31]=[CH:32][C:27]4=[N:26][CH:25]=3)[CH:23]=2)=[O:18])[C:10]([F:15])([F:14])[CH2:11][CH2:12][CH2:13]1 |f:1.2,4.5|. Procedure details: tert-Butyl[(1R,2R)-2-({[5-ethenyl-4-(imidazo[1,2-b]pyridazin-3-yl)thiophen-2-yl]carbonyl}amino)-3,3-difluorocyclohexyl]carbamate (103 mg, 0.205 mmol), ammonium formate (128 mg, 2.04 mmol), and 10% Pd/C (109 mg, 0.102 mmol) were dissolved in n-propanol (4.1 mL) and left to stir at 100° C. for 18 h. The solution was cooled to room temperature and filtered through celite. The filtrate was concentrated under reduced pressure and taken up in dichloromethane (2 mL). Trifluoroacetic acid (1 mL, 13.0 mm... Reactants: [BH3-]C#N, CCOC(C)=O, O=CC(F)(F)F, O=C(O)C(F)(F)F, COc1c(NC(=O)c2ccc(N)c(F)c2)cc(-c2cccnc2OCc2ccccc2)cc1C(C)(C)C, [Na+], [Na+], O=C([O-])O, O, O. Product: COc1c(NC(=O)c2ccc(NCC(F)(F)F)c(F)c2)cc(-c2cccnc2OCc2ccccc2)cc1C(C)(C)C. As a reaction SMILES: [C:45]([BH3-:46])#[N:47].[CH3:62][CH2:63][O:64][C:65]([CH3:66])=[O:67].[F:39][C:40]([CH:41]=[O:42])([F:43])[F:44].[F:54][C:55]([F:56])([F:57])[C:58]([OH:59])=[O:60].[NH2:1][c:2]1[c:3]([F:37])[cH:4][c:5]([C:6](=[O:7])[NH:8][c:9]2[c:10]([O:33][CH3:34])[c:11]([C:29]([CH3:30])([CH3:31])[CH3:32])[cH:12][c:13](-[c:15]3[c:16]([O:21][CH2:22][c:23]4[cH:24][cH:25][cH:26][cH:27][cH:28]4)[n:17][cH:18][cH:19][cH:20]3)[cH:14]2)[cH:35][cH:36]1.[Na+:48].[Na+:53].[O-:49][C:50]([OH:51])=[O:52].[OH2:38].[OH2:61]>>[NH:1]([c:2]1[c:3]([F:37])[cH:4][c:5]([C:6](=[O:7])[NH:8][c:9]2[c:10]([O:33][CH3:34])[c:11]([C:29]([CH3:30])([CH3:31])[CH3:32])[cH:12][c:13](-[c:15]3[c:16]([O:21][CH2:22][c:23]4[cH:24][cH:25][cH:26][cH:27][cH:28]4)[n:17][cH:18][cH:19][cH:20]3)[cH:14]2)[cH:35][cH:36]1)[CH2:41][C:40]([F:39])([F:43])[F:44].